This data is from the Open Reaction Database (ORD), a public repository of structured organic reaction records. The task is: describe an organic reaction: reactants, conditions, products, and yield Starting materials: [H-].[Na+] (sodium hydride), C(C1=CC=CC=C1)ONC(=O)N(C1=CC=CC=C1)C (1-benzyloxy-3-methyl-3-phenylurea), CI (methyl iodide), [H][H] (Hydrogen). Run in CN(C=O)C (N,N-dimethylformamide). Reaction conditions: time 1.5 hour. The product is C(C1=CC=CC=C1)ON(C(=O)N(C1=CC=CC=C1)C)C (1-benzyloxy-1,3-dimethyl-3-phenylurea). Reaction SMILES: [H-].[Na+].[CH2:3]([O:10][NH:11][C:12]([N:14]([CH3:21])[C:15]1[CH:20]=[CH:19][CH:18]=[CH:17][CH:16]=1)=[O:13])[C:4]1[CH:9]=[CH:8][CH:7]=[CH:6][CH:5]=1.[H][H].[CH3:24]I>CN(C)C=O>[CH2:3]([O:10][N:11]([CH3:24])[C:12]([N:14]([CH3:21])[C:15]1[CH:20]=[CH:19][CH:18]=[CH:17][CH:16]=1)=[O:13])[C:4]1[CH:5]=[CH:6][CH:7]=[CH:8][CH:9]=1 |f:0.1|. Procedure: Under a nitrogen atmosphere, a flask was charged with sodium hydride (0.29 g 60% NaH in mineral oil, 7.3 mmole). The mineral oil was washed from the sodium hydride using several portions of hexanes. N,N-Dimethylformamide (60 mL) was added followed by the slow addition of a solution of 1-benzyloxy-3-methyl-3-phenylurea (1.69 g, 6.6 mmole) in N,N-dimethylformamide (40 mL). Hydrogen evolution was observed. After about 30 minutes methyl iodide (480 μL) was added then the reaction was stirred at ambi... Reactants: CC1C(NCC1C(=O)OCC)=O (ethyl 3-methyl-2-oxo-4-pyrrolidinecarboxylate), N (ammonia). The solvent is CO (methanol). Yields the product CC1C(NCC1C(=O)N)=O (3-methyl-2-oxo-4-pyrrolidinecarboxamide). RXN SMILES: [CH3:1][CH:2]1[CH:6]([C:7](OCC)=[O:8])[CH2:5][NH:4][C:3]1=[O:12].[NH3:13]>CO>[CH3:1][CH:2]1[CH:6]([C:7]([NH2:13])=[O:8])[CH2:5][NH:4][C:3]1=[O:12]. Reported procedure: A solution of ethyl 3-methyl-2-oxo-4-pyrrolidinecarboxylate [Chem. Pharm. Bull., 24, 1362 (1976)] (5 g) in methanol (100 ml) saturated with ammonia gas left at room temperature for 4 days. After the reaction mixture was concentrated and the residue was recrystallized from ethanol to give 3-methyl-2-oxo-4-pyrrolidinecarboxamide (3.4 g), mp 169°-171° C. Reactants: C1COCCN1, COC(=O)c1cnc(Cl)cn1, [Cl-], [Na+], C1COCCO1, O. Product: COC(=O)c1cnc(N2CCOCC2)cn1. RXN SMILES: [CH2:12]1[CH2:13][O:14][CH2:15][CH2:16][NH:17]1.[CH3:1][O:2][C:3](=[O:4])[c:5]1[n:6][cH:7][c:8]([Cl:11])[n:9][cH:10]1.[Cl-:19].[Na+:20].[O:21]1[CH2:22][CH2:23][O:24][CH2:25][CH2:26]1.[OH2:18]>>[CH3:1][O:2][C:3](=[O:4])[c:5]1[n:6][cH:7][c:8]([N:17]2[CH2:12][CH2:13][O:14][CH2:15][CH2:16]2)[n:9][cH:10]1. Reactants: CC(C#C)(C)OC1=CC=C(C=C1)S(=O)(=O)C (3-methyl-3-(4-mesylphenoxy)-1-butyne). Procedure details: To 1,2-dichlorobenzene (230 ml) at 200° C. was added 3-methyl-3-(4-mesylphenoxy)-1-butyne (130 g) dropwise over a period of 1.5 hours. The reaction mixture was stirred at 200° C. for an additional 2 hours followed by removal of 1,2-dichlorobenzene by distillation under reduced pressure. The residue was dissolved in diisopropyl ether (100 ml) and treated with activated carbon. The mixture was filtered and the filtrate afforded the precipitate, which was collected, washed with diisopropyl ether, a... Isolated yield 59.2%. Conditions: temperature 200 celsius, time 2 hour. Yields the product CC1(OC2=C(C=C1)C=C(C=C2)S(=O)(=O)C)C (2,2-dimethyl-6-mesyl-2H-1-benzopyran). Reaction SMILES: [CH3:1][C:2]([O:6][C:7]1[CH:12]=[CH:11][C:10]([S:13]([CH3:16])(=[O:15])=[O:14])=[CH:9][CH:8]=1)([CH3:5])[C:3]#[CH:4]>ClC1C=CC=CC=1Cl>[CH3:5][C:2]1([CH3:1])[CH:3]=[CH:4][C:8]2[CH:9]=[C:10]([S:13]([CH3:16])(=[O:14])=[O:15])[CH:11]=[CH:12][C:7]=2[O:6]1. Run in ClC1=C(C=CC=C1)Cl (1,2-dichlorobenzene). Reactants: FB(F)F, O=C(COCc1ccccc1)C1CCOC1=O, CO, CCO, Nc1cc[nH]n1. The product is O=C1OCCC1C(COCc1ccccc1)=Nc1cc[nH]n1. As a reaction SMILES: [B:26]([F:27])([F:28])[F:29].[CH2:1]([c:2]1[cH:3][cH:4][cH:5][cH:6][cH:7]1)[O:8][CH2:9][C:10](=[O:11])[CH:12]1[C:13](=[O:14])[O:15][CH2:16][CH2:17]1.[CH3:24][OH:25].[CH3:30][CH2:31][OH:32].[NH2:18][c:19]1[n:20][nH:21][cH:22][cH:23]1>>[CH2:1]([c:2]1[cH:3][cH:4][cH:5][cH:6][cH:7]1)[O:8][CH2:9][C:10]([CH:12]1[C:13](=[O:14])[O:15][CH2:16][CH2:17]1)=[N:18][c:19]1[n:20][nH:21][cH:22][cH:23]1.